This data is from the Open Reaction Database (ORD), a public repository of structured organic reaction records. The task is: describe an organic reaction: reactants, conditions, products, and yield Reactants: BrC=1C=C2/C(/CN=CC2=CC1)=C/NCC1=CC(=C(C=C1)OCCC)O ((4Z)-6-bromo-4-{[(3-hydroxy-4-propoxybenzyl)amino]methylene}isoquinoline), C([O-])([O-])=O.[Na+].[Na+] (sodium carbonate), Tetrakistriphenylphosphine, S1C=C(C=C1)B(O)O (3-thiopheneboronic acid). Run in mixture, CN(C=O)C.O (N,N dimethylformamide water). Yields the product OC=1C=C(CN\C=C\2/CN=CC3=CC=C(C=C23)C2=CSC=C2)C=CC1OCCC ((4Z)-4-{[(3-Hydroxy-4-propoxybenzyl)amino]methylene}-6-thiene-3-ylisoquinoline). Reaction SMILES: Br[C:2]1[CH:3]=[C:4]2[C:9](=[CH:10][CH:11]=1)[CH:8]=[N:7][CH2:6]/[C:5]/2=[CH:12]\[NH:13][CH2:14][C:15]1[CH:20]=[CH:19][C:18]([O:21][CH2:22][CH2:23][CH3:24])=[C:17]([OH:25])[CH:16]=1.[S:26]1[CH:30]=[CH:29][C:28](B(O)O)=[CH:27]1.C(=O)([O-])[O-].[Na+].[Na+]>CN(C)C=O.O>[OH:25][C:17]1[CH:16]=[C:15]([CH:20]=[CH:19][C:18]=1[O:21][CH2:22][CH2:23][CH3:24])[CH2:14][NH:13]/[CH:12]=[C:5]1\[CH2:6][N:7]=[CH:8][C:9]2[C:4]\1=[CH:3][C:2]([C:28]1[CH:29]=[CH:30][S:26][CH:27]=1)=[CH:11][CH:10]=2 |f:2.3.4,5.6|. Procedure details: An amount of (4Z)-6-bromo-4-{[(3-hydroxy-4-propoxybenzyl)amino]methylene}isoquinoline}-1,3(2H,4H)-dione (135.0 mg, 0.32 mmol) is dissolved in 80% mixture of N,N dimethylformamide/water (4 mL). Tetrakistriphenylphosphine (44.0 mg, 0.04 mmol) is added followed by 3-thiopheneboronic acid (48.4 mg, 0.38 mmol) along with sodium carbonate (67.8 mg, 0.64 mmol). The reaction mixture is heated to 150° C.-180° C. for 3 minutes under microwave irradiation. The solvent is concentrated and the reaction mixtu...